From a dataset of the Open Reaction Database (ORD), a public repository of structured organic reaction records. describe an organic reaction: reactants, conditions, products, and yield Reactants: [Al+3], CC(=O)Cl, ClC(Cl)Cl, [Cl-], [Cl-], [Cl-], COc1cccc(F)c1. Yields the product COc1ccc(C(C)=O)c(F)c1. Reaction SMILES: [Al+3:2].[CH3:5][C:6]([Cl:7])=[O:8].[CH:18]([Cl:19])([Cl:20])[Cl:21].[Cl-:1].[Cl-:3].[Cl-:4].[F:9][c:10]1[cH:11][c:12]([O:16][CH3:17])[cH:13][cH:14][cH:15]1>>[CH3:5][C:6](=[O:8])[c:15]1[c:10]([F:9])[cH:11][c:12]([O:16][CH3:17])[cH:13][cH:14]1. Starting materials: O=C1c2cccc(O)c2C(=O)c2c(O)cc(CBr)cc21, CN(C)C=O, OCCNCCO. Product: O=C1c2cccc(O)c2C(=O)c2c(O)cc(CN(CCO)CCO)cc21. RXN SMILES: [Br:1][CH2:2][c:3]1[cH:4][c:5]([OH:20])[c:6]2[c:15]([cH:16]1)[C:14](=[O:17])[c:13]1[c:8]([c:9]([OH:18])[cH:10][cH:11][cH:12]1)[C:7]2=[O:19].[CH3:28][N:29]([CH3:30])[CH:31]=[O:32].[OH:21][CH2:22][CH2:23][NH:24][CH2:25][CH2:26][OH:27]>>[CH2:2]([c:3]1[cH:4][c:5]([OH:20])[c:6]2[c:15]([cH:16]1)[C:14](=[O:17])[c:13]1[c:8]([c:9]([OH:18])[cH:10][cH:11][cH:12]1)[C:7]2=[O:19])[N:24]([CH2:23][CH2:22][OH:21])[CH2:25][CH2:26][OH:27]. Starting materials: C(C)OC(=O)C1(CCCCC1)CC(CC)CC (1-(2-Ethyl-butyl)-cyclohexanecarboxylic acid ethyl ester), CC(C)(C)[O-].[K+] (KOtBu), OS(=O)(=O)O (H2SO4), O (water). The solvent is C1CCOC1 (THF). Conditions: temperature 54 celsius, time 20 hour. The product is C(C)C(CC1(CCCCC1)C(=O)O)CC (1-(2-ethyl-butyl)-cyclohexanecarboxylic acid). The yield is 98.9%. Reaction SMILES: C([O:3][C:4]([C:6]1([CH2:12][CH:13]([CH2:16][CH3:17])[CH2:14][CH3:15])[CH2:11][CH2:10][CH2:9][CH2:8][CH2:7]1)=[O:5])C.CC([O-])(C)C.[K+].O.OS(O)(=O)=O>C1COCC1>[CH2:16]([CH:13]([CH2:14][CH3:15])[CH2:12][C:6]1([C:4]([OH:5])=[O:3])[CH2:7][CH2:8][CH2:9][CH2:10][CH2:11]1)[CH3:17] |f:1.2|. Procedure details: 1-(2-Ethyl-butyl)-cyclohexanecarboxylic acid ethyl ester (2.0 g, 8.32 mmol) was added dropwise under stirring to a solution of KOtBu (3.735 g, 33.3 mmol) in THF (15 mL) containing a small amount of water (225 mg, 12.5 mmol). The mixture was stirred 20 h at 54° C., cooled to room temperature, slowly poured onto a mixture of ice and 4N H2SO4 and extracted with DCM (2×150 mL) after adjusting to pH 1. The organic phases were washed with diluted aq. NaCl (100 mL), combined, dried over sodium sulfate ... Reactants: CN1CCC(CC1)NC (1-methyl-4-(methylamino)piperidine), S(=O)(=O)(N)N (sulfamide). Solvent: O1CCOCC1 (1,4-dioxane). The product is CN(S(=O)(=O)N)C1CCN(CC1)C (N-Methyl-N-(1-methylpiperidin-4-yl)sulfamide). As a reaction SMILES: [CH3:1][N:2]1[CH2:7][CH2:6][CH:5]([NH:8][CH3:9])[CH2:4][CH2:3]1.[S:10](N)([NH2:13])(=[O:12])=[O:11]>O1CCOCC1>[CH3:9][N:8]([CH:5]1[CH2:6][CH2:7][N:2]([CH3:1])[CH2:3][CH2:4]1)[S:10]([NH2:13])(=[O:12])=[O:11]. Procedure: A solution of 1-methyl-4-(methylamino)piperidine (2.6 g) and sulfamide (4.0 g) in 1,4-dioxane (30 ml) was heated at 110° C. for 18 h. The reaction mixture was cooled, the solvent evaporated under reduced pressure and the residue dissolved in water. The aqueous solution was extracted with EtOAc which was washed with a small volume of saturated aqueous brine, dried (MgSO4) and the solvent evaporated under reduced pressure to give the subtitle product as a pale yellow solid. Yield: 1.5 g Reactants: CCO, COC(=O)CNC(=O)C=Cc1ccccc1F, [Na+], [OH-], O. Product: O=C(O)CNC(=O)C=Cc1ccccc1F. Reaction SMILES: [CH3:21][CH2:22][OH:23].[CH3:3][O:4][C:5]([CH2:6][NH:7][C:8]([CH:9]=[CH:10][c:11]1[c:12]([F:17])[cH:13][cH:14][cH:15][cH:16]1)=[O:18])=[O:19].[Na+:2].[OH-:1].[OH2:20]>>[O:4]=[C:5]([CH2:6][NH:7][C:8]([CH:9]=[CH:10][c:11]1[c:12]([F:17])[cH:13][cH:14][cH:15][cH:16]1)=[O:18])[OH:19]. The reactants are CC(C)NC(=O)CC#N, O=Cc1cc(O)c(O)c([N+](=O)[O-])c1. Product: CC(C)NC(=O)C(C#N)=Cc1cc(O)c(O)c([N+](=O)[O-])c1. As a reaction SMILES: [CH:14]([CH3:15])([CH3:16])[NH:17][C:18]([CH2:19][C:20]#[N:21])=[O:22].[OH:1][c:2]1[cH:3][c:4]([CH:5]=[O:6])[cH:7][c:8]([N+:11](=[O:12])[O-:13])[c:9]1[OH:10]>>[OH:1][c:2]1[cH:3][c:4]([CH:5]=[C:19]([C:18]([NH:17][CH:14]([CH3:15])[CH3:16])=[O:22])[C:20]#[N:21])[cH:7][c:8]([N+:11](=[O:12])[O-:13])[c:9]1[OH:10]. Reactants: C1(C=2C(C(N1)=O)=CC=CC2)=O.[K] (potassium phthalimide), CC1=CC=C(C=C1)S(=O)(=O)OCC1COCC1 ((tetrahydro-3-furanyl)methyl 4-methylbenzenesulfonate), CC1=CC=C(C=C1)S(=O)(=O)OCC1COCC1 ((tetrahydro-3-furanyl)methyl 4-methylbenzenesulfonate), C1(C=2C(C(N1)=O)=CC=CC2)=O.[K] (potassium phthalimide). Run in CN(C=O)C (N,N-dimethylformamide). Reaction conditions: temperature 80 celsius, time 6 hour. Product: O1CC(CC1)CN1C(C2=CC=CC=C2C1=O)=O (2-[(tetrahydro-3-furanyl)methyl]-1H-isoindole-1,3(2H)-dione). RXN SMILES: CC1C=CC(S(O[CH2:12][CH:13]2[CH2:17][CH2:16][O:15][CH2:14]2)(=O)=O)=CC=1.[C:18]1(=[O:28])[NH:22][C:21](=[O:23])[C:20]2=[CH:24][CH:25]=[CH:26][CH:27]=[C:19]12.[K]>CN(C)C=O>[O:15]1[CH2:16][CH2:17][CH:13]([CH2:12][N:22]2[C:18](=[O:28])[C:19]3[C:20](=[CH:24][CH:25]=[CH:26][CH:27]=3)[C:21]2=[O:23])[CH2:14]1 |f:1.2,^1:28|. Procedure: To a solution of (tetrahydro-3-furanyl)methyl 4-methylbenzenesulfonate (i.e., the product of Step A) (11.0 g, 42.9 mmol) in N,N-dimethylformamide (160 mL) was added potassium phthalimide (7.9 g, 42.7 mmol) in one portion, and the resulting mixture was stirred at 80° C. for 6 h. Additional potassium phthalimide (5 g, 27 mmol) was added, and stirring was continued at 100° C. for 18 h. The cooled reaction mixture was partitioned between water and ethyl acetate and the aqueous layer was separated an... The reactants are O (water), Cl (hydrochloric acid), C(=O)OCC (ethyl formate), C(CCCC)[Mg]Br (n-pentylmagnesium bromide), C(CCCC)[Mg]Br (n-pentylmagnesium bromide). Run at time 8 hour. Product: CCCCCC(CCCCC)O (6-undecanol). As a reaction SMILES: C([O:3][CH2:4][CH3:5])=O.O.Cl.[CH2:8]([Mg]Br)[CH2:9][CH2:10][CH2:11][CH3:12]>>[CH3:8][CH2:9][CH2:10][CH2:11][CH2:12][CH:4]([OH:3])[CH2:5][CH2:8][CH2:9][CH2:10][CH3:11]. Reported procedure: To the solution of n-pentylmagnesium bromide in tetrahydrofuran synthesized in Example 2, 162 mL (2.0 mol) of ethyl formate was added dropwise in a nitrogen atmosphere and the mixture was stirred overnight at room temperature. After careful addition of water, the reaction mixture was neutralized with dilute hydrochloric acid and extracted with ethyl acetate. The organic layer was washed with a saturated aqueous solution of sodium chloride, dried over anhydrous magnesium sulfate and thereafter co...